Dataset: the Open Reaction Database (ORD), a public repository of structured organic reaction records. Task: describe an organic reaction: reactants, conditions, products, and yield Reactants: COC(=O)C(C)(N)Cc1ccc(O)cc1, CCOC(C)=O, O=C(Cl)OCc1ccccc1, Cl, [Na+], O=C([O-])O. Product: COC(=O)C(C)(Cc1ccc(O)cc1)NC(=O)OCc1ccccc1. RXN SMILES: [CH3:2][O:3][C:4]([C:5]([CH2:6][c:7]1[cH:8][cH:9][c:10]([OH:13])[cH:11][cH:12]1)([CH3:14])[NH2:15])=[O:16].[CH3:33][CH2:34][O:35][C:36](=[O:37])[CH3:38].[Cl:22][C:23](=[O:24])[O:25][CH2:26][c:27]1[cH:28][cH:29][cH:30][cH:31][cH:32]1.[ClH:1].[Na+:21].[O-:17][C:18]([OH:19])=[O:20]>>[CH3:2][O:3][C:4]([C:5]([CH2:6][c:7]1[cH:8][cH:9][c:10]([OH:13])[cH:11][cH:12]1)([CH3:14])[NH:15][C:23](=[O:24])[O:25][CH2:26][c:27]1[cH:28][cH:29][cH:30][cH:31][cH:32]1)=[O:16]. Starting materials: OP(=O)(O)O (H3PO4), CC1=CC=CC=C1 (p-toluene), COC(C)(C)OC (2,2-dimethoxypropane), C1(=CC=C(C=C1)S(=O)(=O)O)C (p-Toluenesulfonic acid), COC(C)(C)OC (2,2-dimethoxypropane), CC(C)(OC(=O)N[C@@H](CC(C)C)C(=O)NC(C(O)P(=O)(OC)OC)CC1CCCCC1)C ([(1,1-Dimethylethoxy)carbonyl]-N-[1-(cyclohexylmethyl)-2-(dimethoxvphosphinyl)-2-hydroxyethyl]-L-leucinamide). Run in CO (CH3OH), C1=CC=CC=C1 (benzene), C1=CC=CC=C1 (benzene), C1=CC=CC=C1 (benzene). Product: C1(CCCCC1)C[C@@H]1N(C(OC1P(=O)(OC)OC)(C)C)C(=O)OC(C)(C)C ((4S)-4-(Cyclohexylmethyl)-5-(dimethoxyphosphinyl)-2,2-dimethyl-3-oxazolidinecarboxylic acid, 1,1-dimethylethyl ester). Reaction SMILES: [C:1]1([CH3:11])[CH:6]=CC(S(O)(=O)=O)=C[CH:2]=1.CO[C:14](OC)([CH3:16])[CH3:15].CC(C)(OC(N[C@H]([C:31]([NH:33][CH:34]([CH2:43][CH:44]1[CH2:49][CH2:48][CH2:47][CH2:46][CH2:45]1)[CH:35]([P:37]([O:41][CH3:42])([O:39][CH3:40])=[O:38])[OH:36])=[O:32])CC(C)C)=O)C.CC1C=CC=CC=1.[OH:58]P(O)(O)=O>C1C=CC=CC=1.CO>[CH:44]1([CH2:43][C@H:34]2[CH:35]([P:37]([O:39][CH3:40])([O:41][CH3:42])=[O:38])[O:36][C:14]([CH3:16])([CH3:15])[N:33]2[C:31]([O:32][C:1]([CH3:11])([CH3:6])[CH3:2])=[O:58])[CH2:45][CH2:46][CH2:47][CH2:48][CH2:49]1. Procedure details: p-Toluenesulfonic acid (28.5 mg, 0.15 mmol) and 2,2-dimethoxypropane (3.075 ml, 25 mmol) were added to a solution of compound D from Example 1 (3.65 g, 10 mmol) in 30 ml benzene. The solution was refluxed for 30 minutes after which benzene was slowly distilled over a period of 1 hour by which time the volume in the reaction flask had reduced to 10 ml. Fresh portions of p-toluene solfonic acid (28.5 mg, 0.15 mmol), 2,2-dimethoxypropane (6.16 ml, 50 mmol) and benzene (25 ml) and the slow distillat... Reactants: CSCc1cccc2c(C(CCC#N)c3ccc(C(F)(F)F)cc3)c[nH]c12, ClCCl, O=C(OO)c1cccc(Cl)c1. Yields the product CS(=O)Cc1cccc2c(C(CCC#N)c3ccc(C(F)(F)F)cc3)c[nH]c12. RXN SMILES: [CH3:1][S:2][CH2:3][c:4]1[cH:5][cH:6][cH:7][c:8]2[c:9]([CH:13]([CH2:14][CH2:15][C:16]#[N:17])[c:18]3[cH:19][cH:20][c:21]([C:24]([F:25])([F:26])[F:27])[cH:22][cH:23]3)[cH:10][nH:11][c:12]12.[Cl:39][CH2:40][Cl:41].[OH:28][O:29][C:30]([c:31]1[cH:32][c:33]([Cl:34])[cH:35][cH:36][cH:37]1)=[O:38]>>[CH3:1][S:2]([CH2:3][c:4]1[cH:5][cH:6][cH:7][c:8]2[c:9]([CH:13]([CH2:14][CH2:15][C:16]#[N:17])[c:18]3[cH:19][cH:20][c:21]([C:24]([F:25])([F:26])[F:27])[cH:22][cH:23]3)[cH:10][nH:11][c:12]12)=[O:28]. Starting materials: [Li]C#CC, C1CCOC1, CCCCC(=O)CC=CI. The product is CC#CC(O)(CC=CI)CCCC. RXN SMILES: [C:1](#[C:2][CH3:3])[Li:4].[O:15]1[CH2:16][CH2:17][CH2:18][CH2:19]1.[O:5]=[C:6]([CH2:7][CH:8]=[CH:9][I:10])[CH2:11][CH2:12][CH2:13][CH3:14]>>[C:1](#[C:2][CH3:3])[C:6]([OH:5])([CH2:7][CH:8]=[CH:9][I:10])[CH2:11][CH2:12][CH2:13][CH3:14].